From a dataset of the Open Reaction Database (ORD), a public repository of structured organic reaction records. describe an organic reaction: reactants, conditions, products, and yield Reported procedure: 24.8 g (70 mmol) of methyl 2-amino-6-[(p-toluenesulfonyl)oxy]-4-pyrimidinecarbamate-3-oxide and 14.5 g (175 mmol) of 1,2,5,6-tetrahydropyridine are boiled at reflux under argon in 400 ml of chloroform. After 90 minutes, the resulting precipitate is filtered off and the chloroform solution is washed with water. The organic phase is separated, dried over sodium sulfate and evaporated under reduced pressure, whereby there is obtained a crystalline solid. A sample of this material is recrystallized ... Solvent: C(Cl)(Cl)Cl (chloroform). Starting materials: NC1=NC(=CC(=[N+]1[O-])NC(=O)OC)OS(=O)(=O)C1=CC=C(C=C1)C (methyl 2-amino-6-[(p-toluenesulfonyl)oxy]-4-pyrimidinecarbamate-3-oxide), N1CC=CCC1 (1,2,5,6-tetrahydropyridine). RXN SMILES: [NH2:1][C:2]1[N+:7]([O-:8])=[C:6]([NH:9][C:10]([O:12][CH3:13])=[O:11])[CH:5]=[C:4](OS(C2C=CC(C)=CC=2)(=O)=O)[N:3]=1.[NH:25]1[CH2:30][CH2:29][CH:28]=[CH:27][CH2:26]1>C(Cl)(Cl)Cl>[NH2:1][C:2]1[N+:7]([O-:8])=[C:6]([NH:9][C:10]([O:12][CH3:13])=[O:11])[CH:5]=[C:4]([N:25]2[CH2:26][CH:27]=[CH:28][CH2:29][CH2:30]2)[N:3]=1. Yields the product NC1=NC(=CC(=[N+]1[O-])NC(=O)OC)N1CCC=CC1 (methyl 2-amino-6-[3,6-dihydro-1(2H)-pyridyl]-4-pyrimidinecarbamate-3-oxide). Conditions: time 90 minute. Starting materials: C1(CCCC2=CC=CC=C12)NC(=O)NNC(=O)OC (methyl 3-[(1,2,3,4-tetrahydro-1-naphthyl)carbamoyl]carbazate), [OH-].[K+] (potassium hydroxide), Cl (hydrochloric acid). Run at time 30 minute. Yields the product Cl.C1(CCCC2=CC=CC=C12)NC(NN)=O (4-(1,2,3,4-Tetrahydro-1-naphthyl)semicarbazide hydrochloride). RXN SMILES: [CH:1]1([NH:11][C:12]([NH:14][NH:15]C(OC)=O)=[O:13])[C:10]2[C:5](=[CH:6][CH:7]=[CH:8][CH:9]=2)[CH2:4][CH2:3][CH2:2]1.[OH-].[K+].[ClH:22]>>[ClH:22].[CH:1]1([NH:11][C:12](=[O:13])[NH:14][NH2:15])[C:10]2[C:5](=[CH:6][CH:7]=[CH:8][CH:9]=2)[CH2:4][CH2:3][CH2:2]1 |f:1.2,4.5|. Procedure: 8.13 Grams (0.031 mole) of methyl 3-[(1,2,3,4-tetrahydro-1-naphthyl)carbamoyl]carbazate is added in portions to 31 ml. of stirred 4N potassium hydroxide maintained at 75° C. to 80° C. The mixture is stirred at this temperature for 30 minutes, then cooled in an ice bath and acidified with 12N hydrochloric acid. The precipitate is filtered, washed with cold water and then 2-propanol. The dried product weighs 1.88 grams and has melting point 189° to 191° C. The filtrate is evaporated under reduced ... Starting materials: [H-].[Na+] (Sodium hydride), C(#N)C1=CC(=C(C=C1)N(C(OC(C)(C)C)=O)CS(=O)(=O)C1=CC=CC=C1)S(=O)(=O)C (tert-Butyl (4-Cyano-2-(methylsulfonyl)phenyl)(phenylsulfonyl)methylcarbamate), CC1OCCC1 (2-methyltetrahydrofuran), FC(C1=NC=CC(=C1)NC1=CC(CCC1)=O)(F)F (3-(2-(Trifluoromethyl)pyridin-4-yl-amino)cyclohex-2-enone), FC(C1=NC=CC(=C1)NC1=CC(CCC1)=O)(F)F (3-(2-(Trifluoromethyl)pyridin-4-yl-amino)cyclohex-2-enone). Solvent: O (Water). Reaction conditions: time 20 minute. Yields the product C(#N)C1=CC(=C(C=C1)N(C(OC(C)(C)C)=O)CC1=C(CCCC1=O)NC1=CC(=NC=C1)C(F)(F)F)S(=O)(=O)C (tert-Butyl (4-Cyano-2-(methylsulfonyl)phenyl)(6-oxo-2-(2-(trifluoromethyl)pyridin-4-ylamino)cyclohex-1-enyl)methylcarbamate). RXN SMILES: [H-].[Na+].[C:3]([C:5]1[CH:10]=[CH:9][C:8]([N:11]([CH2:19]S(C2C=CC=CC=2)(=O)=O)[C:12](=[O:18])[O:13][C:14]([CH3:17])([CH3:16])[CH3:15])=[C:7]([S:29]([CH3:32])(=[O:31])=[O:30])[CH:6]=1)#[N:4].CC1CCCO1.[F:39][C:40]([F:56])([F:55])[C:41]1[CH:46]=[C:45]([NH:47][C:48]2[CH2:53][CH2:52][CH2:51][C:50](=[O:54])[CH:49]=2)[CH:44]=[CH:43][N:42]=1>O>[C:3]([C:5]1[CH:10]=[CH:9][C:8]([N:11]([CH2:19][C:49]2[C:50](=[O:54])[CH2:51][CH2:52][CH2:53][C:48]=2[NH:47][C:45]2[CH:44]=[CH:43][N:42]=[C:41]([C:40]([F:39])([F:55])[F:56])[CH:46]=2)[C:12](=[O:18])[O:13][C:14]([CH3:17])([CH3:16])[CH3:15])=[C:7]([S:29]([CH3:32])(=[O:30])=[O:31])[CH:6]=1)#[N:4] |f:0.1|. Procedure: Sodium hydride (60% in mineral oil, 153 mg, 3.84 mmol) is added in portions to a mixture of tert-butyl (4-cyano-2-(methylsulfonyl)phenyl)(phenylsulfonyl)methylcarbamate (step 1, 1.60 g, 3.20 mmol based on 90% purity) and 2-methyltetrahydrofuran (15 mL), and the mixture is stirred at room temperature for 20 min. 3-(2-(Trifluoromethyl)pyridin-4-yl-amino)cyclohex-2-enone (intermediate 55, 940 mg, 3.70 mmol) is added, and the mixture is stirred for 2 h. Water is added, and the phases are separated. ... The reactants are CCOC(OCC)N(C)C, COc1cc2c(cc1OC)C(=O)CCC2. Yields the product COc1cc2c(cc1OC)C(=O)C(=CN(C)C)CC2. Reaction SMILES: [CH2:16]([O:17][CH:19]([O:18][CH2:23][CH3:24])[N:20]([CH3:21])[CH3:22])[CH3:25].[CH3:1][O:2][c:3]1[cH:4][c:5]2[c:10]([cH:11][c:12]1[O:13][CH3:14])[C:9](=[O:15])[CH2:8][CH2:7][CH2:6]2>>[CH3:1][O:2][c:3]1[cH:4][c:5]2[c:10]([cH:11][c:12]1[O:13][CH3:14])[C:9](=[O:15])[C:8](=[CH:19][N:20]([CH3:21])[CH3:22])[CH2:7][CH2:6]2.